Dataset: the Open Reaction Database (ORD), a public repository of structured organic reaction records. Task: describe an organic reaction: reactants, conditions, products, and yield The reactants are CN1C(=NCC1)C1=CC=C(C=C1)NC(C(NC(=O)NC1=CC=C(C=C1)Cl)C1=C(C=CC=C1)C)=O (N-[4-(1-methyl-4,5-dihydro-1H-imidazol-2-yl)phenyl]-2-(2-methylphenyl)-2-(4-chlorophenylaminocarbonylamino)-acetamide), CN1CCN(CCC1)C1=CC=C(C=C1)N (4-(4-methyl-homopiperazinyl)phenylamine), C(CCl)Cl (EDC). The solvent is CN(C)C=O (DMF), O (H2O). Reaction conditions: time 2 hour. Yields the product CN1CCN(CCC1)C1=CC=C(C=C1)NC(C(NC(=O)NC1=CC=C(C=C1)Cl)C1=C(C=CC=C1)C)=O (N-[4-(4-methyl-homopiperazinyl)phenyl]-2-(2-methylphenyl)-2-(4-chlorophenylamino-carbonylamino)-acetamide). Isolated yield 38.0%. Reaction SMILES: CN1CCN=C1[C:7]1[CH:12]=[CH:11][C:10]([NH:13][C:14](=[O:34])[CH:15]([C:27]2[CH:32]=[CH:31][CH:30]=[CH:29][C:28]=2[CH3:33])[NH:16][C:17]([NH:19][C:20]2[CH:25]=[CH:24][C:23]([Cl:26])=[CH:22][CH:21]=2)=[O:18])=[CH:9][CH:8]=1.[CH3:35][N:36]1[CH2:42][CH2:41][CH2:40][N:39](C2C=CC(N)=CC=2)[CH2:38][CH2:37]1.C(Cl)CCl>CN(C=O)C.O>[CH3:35][N:36]1[CH2:42][CH2:41][CH2:40][N:39]([C:7]2[CH:8]=[CH:9][C:10]([NH:13][C:14](=[O:34])[CH:15]([C:27]3[CH:32]=[CH:31][CH:30]=[CH:29][C:28]=3[CH3:33])[NH:16][C:17]([NH:19][C:20]3[CH:21]=[CH:22][C:23]([Cl:26])=[CH:24][CH:25]=3)=[O:18])=[CH:11][CH:12]=2)[CH2:38][CH2:37]1. Reported procedure: To a solution of 2-(2-methylphenyl)-2-(4-chlorophenylaminocarbonylamino)-acetic acid (from EXAMPLE 84, 40 mg, 0.13 mmol) and 4-(4-methyl-homopiperazinyl)phenylamine (61 mg, 0.25 mmol) in DMF (3 mL) and H2O (1 mL), EDC (96 mg, 0.50 mmol) was added. After being stirred at room temperature for 2 h, the mixture was concentrated in vacuo. The residue was purified by HPLC to give the titled compound as a powder (25 mg). MS 506.2 and 508.2 (M+H, Cl pattern). Reactants: CCOCC, BrC1CCCCC1, Cl, [I-], [Mg], N#Cc1ccccc1N, [Na+], C1CCOC1, [OH-]. Product: Nc1ccccc1C(=O)C1CCCCC1. As a reaction SMILES: [CH2:27]([O:28][CH2:29][CH3:30])[CH3:31].[CH:3]1([Br:9])[CH2:4][CH2:5][CH2:6][CH2:7][CH2:8]1.[ClH:19].[I-:2].[Mg:1].[NH2:10][c:11]1[c:12]([C:13]#[N:14])[cH:15][cH:16][cH:17][cH:18]1.[Na+:21].[O:22]1[CH2:23][CH2:24][CH2:25][CH2:26]1.[OH-:20]>>[CH:3]1([C:13]([c:12]2[c:11]([NH2:10])[cH:18][cH:17][cH:16][cH:15]2)=[O:20])[CH2:4][CH2:5][CH2:6][CH2:7][CH2:8]1. Reactants: C(C)(C)(C)OC(NC(C(=O)C1=CC=C(C=C1)O[Si](C)(C)C(C)(C)C)C1=CC=C(C=C1)Cl)=O (rac-[2-[4-(tert-butyl-dimethyl-silanyloxy)-phenyl]-1-(4-chloro-phenyl)-2-oxo-ethyl]-carbamic acid tert-butyl ester), [F-].C(CCC)[N+](CCCC)(CCCC)CCCC (tetrabutylammonium fluoride). Run in CO (methanol), O1CCCC1 (tetrahydrofuran), C(C)OCC (diethyl ether). Product: C(C)(C)(C)OC(NC(C(=O)C1=CC=C(C=C1)O)C1=CC=C(C=C1)Cl)=O (rac-[1-(4-Chloro-phenyl)-2-(4-hydroxy-phenyl)-2-oxo-ethyl]-carbamic acid tert-butyl ester). As a reaction SMILES: [C:1]([O:5][C:6](=[O:32])[NH:7][CH:8]([C:25]1[CH:30]=[CH:29][C:28]([Cl:31])=[CH:27][CH:26]=1)[C:9]([C:11]1[CH:16]=[CH:15][C:14]([O:17][Si](C(C)(C)C)(C)C)=[CH:13][CH:12]=1)=[O:10])([CH3:4])([CH3:3])[CH3:2].[F-].C([N+](CCCC)(CCCC)CCCC)CCC>CO.O1CCCC1.C(OCC)C>[C:1]([O:5][C:6](=[O:32])[NH:7][CH:8]([C:25]1[CH:26]=[CH:27][C:28]([Cl:31])=[CH:29][CH:30]=1)[C:9]([C:11]1[CH:16]=[CH:15][C:14]([OH:17])=[CH:13][CH:12]=1)=[O:10])([CH3:4])([CH3:2])[CH3:3] |f:1.2|. Procedure details: To a solution of 1.37 g (2.88 mmol) rac-[2-[4-(tert-butyl-dimethyl-silanyloxy)-phenyl]-1-(4-chloro-phenyl)-2-oxo-ethyl]-carbamic acid tert-butyl ester in 30 ml methanol were added at ambient temperature 3.45 ml (3.45 mmol) 1M tetrabutylammonium fluoride in tetrahydrofuran. After 10 min the reaction mixture was diluted with diethyl ether, the solution washed twice with sodium bicarbonate solution and once with brine, dried over Na2SO4, filtered and evaporated. The residue was purified by flash-ch... Starting materials: CCCCCCCC(=O)N(C)Cc1cccc(-c2ccc(C=CC(=O)O)s2)c1, CO. The product is CCCCCCCC(=O)N(C)Cc1cccc(-c2ccc(CCC(=O)O)s2)c1. RXN SMILES: [CH3:1][N:2]([C:3]([CH2:4][CH2:5][CH2:6][CH2:7][CH2:8][CH2:9][CH3:10])=[O:11])[CH2:12][c:13]1[cH:14][c:15](-[c:19]2[cH:20][cH:21][c:22]([CH:24]=[CH:25][C:26](=[O:27])[OH:28])[s:23]2)[cH:16][cH:17][cH:18]1.[CH3:29][OH:30]>>[CH3:1][N:2]([C:3]([CH2:4][CH2:5][CH2:6][CH2:7][CH2:8][CH2:9][CH3:10])=[O:11])[CH2:12][c:13]1[cH:14][c:15](-[c:19]2[cH:20][cH:21][c:22]([CH2:24][CH2:25][C:26](=[O:27])[OH:28])[s:23]2)[cH:16][cH:17][cH:18]1. Reactants: CO, CS(=O)(=O)c1ccc(C(=CC2CCCC2)c2cc3cccnc3[nH]2)nc1. The product is CS(=O)(=O)c1ccc(C(CC2CCCC2)c2cc3cccnc3[nH]2)nc1. RXN SMILES: [CH3:27][OH:28].[CH:1]1([CH:6]=[C:7]([c:8]2[n:9][cH:10][c:11]([S:14](=[O:15])(=[O:16])[CH3:17])[cH:12][cH:13]2)[c:18]2[cH:19][c:20]3[c:21]([n:22][cH:23][cH:24][cH:25]3)[nH:26]2)[CH2:2][CH2:3][CH2:4][CH2:5]1>>[CH:1]1([CH2:6][CH:7]([c:8]2[n:9][cH:10][c:11]([S:14](=[O:15])(=[O:16])[CH3:17])[cH:12][cH:13]2)[c:18]2[cH:19][c:20]3[c:21]([n:22][cH:23][cH:24][cH:25]3)[nH:26]2)[CH2:2][CH2:3][CH2:4][CH2:5]1. Starting materials: C(C)OC(=O)C1=CC(=C(C=C1)N1CCC(CC1)C(=O)N)F (1-(4-ethoxycarbonyl-2-fluorophenyl)piperidine-4-carboxamide). Run in C1CCOC1 (THF), C(C)N(CC)CC (triethylamine), FC(C(=O)OC(C(F)(F)F)=O)(F)F (trifluoroacetic acid anhydride). Reaction conditions: time 6 hour. Yields the product C(C)OC(C1=CC(=C(C=C1)N1CCC(CC1)C#N)F)=O (4-(4-cyanopiperidino)-3-fluorobenzoic acid ethyl ester). Yield: 101.5%. As a reaction SMILES: [CH2:1]([O:3][C:4]([C:6]1[CH:11]=[CH:10][C:9]([N:12]2[CH2:17][CH2:16][CH:15]([C:18]([NH2:20])=O)[CH2:14][CH2:13]2)=[C:8]([F:21])[CH:7]=1)=[O:5])[CH3:2]>C1COCC1.C(N(CC)CC)C.FC(F)(F)C(OC(=O)C(F)(F)F)=O>[CH2:1]([O:3][C:4](=[O:5])[C:6]1[CH:11]=[CH:10][C:9]([N:12]2[CH2:13][CH2:14][CH:15]([C:18]#[N:20])[CH2:16][CH2:17]2)=[C:8]([F:21])[CH:7]=1)[CH3:2]. Procedure details: To a solution of 1.50 g of 1-(4-ethoxycarbonyl-2-fluorophenyl)piperidine-4-carboxamide in 20 ml of THF, 2.0 ml of triethylamine and 0.9 ml of trifluoroacetic acid anhydride were added at −78° C., and the mixture was stirred at room temperature for 6 hours. The solvent was evaporated, EtOAc was added, and then the organic layer was washed with water and brine, and dried over sodium sulfate. After the evaporation of the solvent, the residue was purified by silica gel column chromatography (eluent:... Starting materials: ClC1=C(C=C(N)C=C1)C1=NC=CC=C1 (4-chloro-3-(pyridin-2-yl)aniline), ClC1=C(C(=O)O)C=CC(=C1)S(=O)(=O)C(C)C (2-chloro-4-(isopropylsulfonyl)benzoic acid). Product: ClC1=C(C(=O)NC2=CC(=C(C=C2)Cl)C2=NC=CC=C2)C=CC(=C1)S(=O)(=O)C(C)C (2-chloro-N-(4-chloro-3-(pyridin-2-yl)phenyl)-4-(isopropylsulfonyl)benzamide). Reaction SMILES: [Cl:1][C:2]1[CH:8]=[CH:7][C:5]([NH2:6])=[CH:4][C:3]=1[C:9]1[CH:14]=[CH:13][CH:12]=[CH:11][N:10]=1.[Cl:15][C:16]1[CH:24]=[C:23]([S:25]([CH:28]([CH3:30])[CH3:29])(=[O:27])=[O:26])[CH:22]=[CH:21][C:17]=1[C:18](O)=[O:19]>>[Cl:15][C:16]1[CH:24]=[C:23]([S:25]([CH:28]([CH3:30])[CH3:29])(=[O:27])=[O:26])[CH:22]=[CH:21][C:17]=1[C:18]([NH:6][C:5]1[CH:7]=[CH:8][C:2]([Cl:1])=[C:3]([C:9]2[CH:14]=[CH:13][CH:12]=[CH:11][N:10]=2)[CH:4]=1)=[O:19]. Procedure: 2 g of 2-chloro-4-fluorobenzonitrile was used in Procedure Q with 2-propanethiol to afford 2-chloro-4-(isopropylthio)benzonitrile. 1.6 g of 2-chloro-4-(isopropythio)benzonitrile was reacted via Procedure T to give 2-chloro-4-(isopropylthio)benzoic acid. 1 g of 2-chloro-4-(isopropylthio)benzoic acid was reacted via Procedure R to give 2-chloro-4-(isopropylsulfonyl)benzoic acid. 75 mg of 4-chloro-3-(pyridin-2-yl)aniline was coupled to 2-chloro-4-(isopropylsulfonyl)benzoic acid via Procedure G. The...